This data is from the Open Reaction Database (ORD), a public repository of structured organic reaction records. The task is: describe an organic reaction: reactants, conditions, products, and yield The reactants are [BH3-]C#N, C=O, CC(=O)O, CO, Cl, COc1cc(-n2ccc3nc(-c4ccc(Cl)cc4)sc3c2=O)ccc1OC1CNC1, [Na+], [Na+], O=C([O-])O, O. Yields the product COc1cc(-n2ccc3nc(-c4ccc(Cl)cc4)sc3c2=O)ccc1OC1CN(C)C1. RXN SMILES: [C:36]([BH3-:37])#[N:38].[CH2:40]=[O:41].[CH3:32][C:33](=[O:34])[OH:35].[CH3:47][OH:48].[ClH:31].[NH:1]1[CH2:2][CH:3]([O:5][c:6]2[c:7]([O:29][CH3:30])[cH:8][c:9](-[n:12]3[c:13](=[O:28])[c:14]4[c:15]([cH:16][cH:17]3)[n:18][c:19](-[c:21]3[cH:22][cH:23][c:24]([Cl:27])[cH:25][cH:26]3)[s:20]4)[cH:10][cH:11]2)[CH2:4]1.[Na+:39].[Na+:46].[O-:42][C:43]([OH:44])=[O:45].[OH2:49]>>[N:1]1([CH3:32])[CH2:2][CH:3]([O:5][c:6]2[c:7]([O:29][CH3:30])[cH:8][c:9](-[n:12]3[c:13](=[O:28])[c:14]4[c:15]([cH:16][cH:17]3)[n:18][c:19](-[c:21]3[cH:22][cH:23][c:24]([Cl:27])[cH:25][cH:26]3)[s:20]4)[cH:10][cH:11]2)[CH2:4]1. Starting materials: C(C)(C)(C)OC(=O)N1CCC=2C(=NNC2CC1)C1=CC=C(C=C1)Cl (3-(4-chloro-phenyl)-4,5,7,8-tetrahydro-1H-1,2,6-triaza-azulene-6-carboxylic acid tert-butyl ester), COC=1C=C(CCl)C=C(C1OC)OC (3,4,5-trimethoxybenzyl chloride), C(C)(C)(C)OC(=O)N1CCC2=C(N(N=C2CC1)CC1=CC(=C(C(=C1)OC)OC)OC)C1=CC=C(C=C1)Cl (3-(4-chloro-phenyl)-2-(3,4,5-trimethoxy-benzyl)-4,5,7,8-tetrahydro-2H-1,2,6-triaza-azulene-6-carboxylic acid tert-butyl ester). The product is ClC1=CC=C(C=C1)C1=NN(C=2CCNCCC12)CC1=CC(=C(C(=C1)OC)OC)OC (3-(4-Chloro-phenyl)-1-(3,4,5-trimethoxy-benzyl)-1,4,5,6,7,8-hexahydro-1,2,6-triaza-azulene). Yield: 7.0%. Reaction SMILES: C(OC([N:8]1[CH2:17][CH2:16][C:15]2[NH:14][N:13]=[C:12]([C:18]3[CH:23]=[CH:22][C:21]([Cl:24])=[CH:20][CH:19]=3)[C:11]=2[CH2:10][CH2:9]1)=O)(C)(C)C.[CH3:25][O:26][C:27]1[CH:28]=[C:29]([CH:32]=[C:33]([O:37][CH3:38])[C:34]=1[O:35][CH3:36])[CH2:30]Cl.C(OC(N1CCC2C(=C(C3C=CC(Cl)=CC=3)N(CC3C=C(OC)C(OC)=C(OC)C=3)N=2)CC1)=O)(C)(C)C>>[Cl:24][C:21]1[CH:20]=[CH:19][C:18]([C:12]2[C:11]3[CH2:10][CH2:9][NH:8][CH2:17][CH2:16][C:15]=3[N:14]([CH2:30][C:29]3[CH:32]=[C:33]([O:37][CH3:38])[C:34]([O:35][CH3:36])=[C:27]([O:26][CH3:25])[CH:28]=3)[N:13]=2)=[CH:23][CH:22]=1. Procedure details: The title compound (0.006 g) was prepared from 3-(4-chloro-phenyl)-4,5,7,8-tetrahydro-1H-1,2,6-triaza-azulene-6-carboxylic acid tert-butyl ester (Example 103, Step B; 0.2 mmol) using 3,4,5-trimethoxybenzyl chloride (0.3 mmol) in place of 2-chloromethyl-thiophene. The reaction sequence also yielded 3-(4-chloro-phenyl)-2-(3,4,5-trimethoxy-benzyl)-4,5,7,8-tetrahydro-2H-1,2,6-triaza-azulene-6-carboxylic acid tert-butyl ester in the alkylation step. MS (ESI): exact mass calculated for C23H26ClN3O3, 4... Starting materials: C(#C)C1=NOC2(C1)CCN(CC2)C2=NC(=CC=C2[N+](=O)[O-])C (3-Ethynyl-8-(6-methyl-3-nitropyridin-2-yl)-1-oxa-2,8-diazaspiro[4.5]dec-2-ene), CI (methyl iodide), C(CCC)[Li] (Butyllithium), CCCCCC (Hexane). Run in C1CCOC1 (THF). Conditions: temperature -78 celsius, time 30 minute. Product: CC1=CC=C(C(=N1)N1CCC2(CC(=NO2)C#CC)CC1)[N+](=O)[O-] (8-(6-Methyl-3-nitropyridin-2-yl)-3-prop-1-ynyl-1-oxa-2,8-diazaspiro[4.5]dec-2-ene). Isolated yield 22.9%. RXN SMILES: [C:1]([C:3]1[CH2:7][C:6]2([CH2:12][CH2:11][N:10]([C:13]3[C:18]([N+:19]([O-:21])=[O:20])=[CH:17][CH:16]=[C:15]([CH3:22])[N:14]=3)[CH2:9][CH2:8]2)[O:5][N:4]=1)#[CH:2].[CH2:23]([Li])CCC.CCCCCC.CI>C1COCC1>[CH3:22][C:15]1[N:14]=[C:13]([N:10]2[CH2:11][CH2:12][C:6]3([O:5][N:4]=[C:3]([C:1]#[C:2][CH3:23])[CH2:7]3)[CH2:8][CH2:9]2)[C:18]([N+:19]([O-:21])=[O:20])=[CH:17][CH:16]=1. Reported procedure: Into a solution of Compound 11a (25 mg, 0.83 mmol) in THF (1.26 mL) kept under stirring at −78° C., Butyllithium in Hexane (2.5 M, 0.04 mL, 0.1 mmol) is added dropwise. After 30 min., methyl iodide (6.22 μL, 0.1 mmol) was added. The cold bath was removed and the orange solution was allowed to reach r.t. After overnight resting, it was quenched with a saturated aqueous NH4Cl sol., extracted with EtOAc, washed with H2O, dried on Na2SO4 and the solvent was evaporated to dryness in vacuo. The crude ... The reactants are C(C)[C@H]1CC=C[C@@H]([C@@H]1C(C)=O)C (1-(rel-(1R,2S,6S)-6-ethyl-2-methylcyclohex-3-enyl)ethan-1-one), C(C)=O (acetaldehyde), C(C)(C)NC(C)C (diisopropylamine), C(CCC)[Li] (n-butyl lithium), Cl (HCl). Run in O1CCCC1 (tetrahydrofuran), O1CCCC1 (tetrahydrofuran), O1CCCC1 (tetrahydrofuran). Run at temperature 0 celsius, time 20 minute. Yields the product SiO2, C(C)[C@H]1CC=C[C@@H]([C@@H]1C(\C=C\C)=O)C ((2E)-1-(rel-(1R,2S,6S)-6-ethyl-2-methylcyclohex-3-enyl)but-2-en-1-one). Yield: 55.9%. Reaction SMILES: [CH:1](NC(C)C)(C)[CH3:2].C([Li])CCC.[CH2:13]([C@@H:15]1[C@@H:20]([C:21](=[O:23])[CH3:22])[C@@H:19]([CH3:24])[CH:18]=[CH:17][CH2:16]1)[CH3:14].C(=O)C.Cl>O1CCCC1>[CH2:13]([C@@H:15]1[C@@H:20]([C:21](=[O:23])/[CH:22]=[CH:1]/[CH3:2])[C@@H:19]([CH3:24])[CH:18]=[CH:17][CH2:16]1)[CH3:14]. Reported procedure: At −78° C., a solution of diisopropylamine (6.6 g, 34 mmol) in tetrahydrofuran (23 ml) was treated with n-butyl lithium (21 ml, 1.6M in hexane, 34 mmol). The resulting solution was warmed to 0° C., cooled to −78° C., and treated with a solution of 1-(rel-(1R,2S,6S)-6-ethyl-2-methylcyclohex-3-enyl)ethan-1-one (4.5 g, 27 mmol) in tetrahydrofuran (23 ml). The resulting solution was stirred 20 min. at −20° C., cooled to −78° C. and treated with a solution of acetaldehyde (1.8 g, 41 mmol) in tetrahyd... Product: ClC1=C(N(C=C1)NC(=O)OC)C(=O)OC (methyl 3-chloro-1-(methoxycarbonylamino)-1H-pyrrole-2-carboxylate). Starting materials: ( I ), C[O-].[Na+] (sodium methoxide), CC=1CCCN1 (5-methyl-3,4-dihydro-2H-pyrrole), ClN1C(CCC1=O)=O (N-chlorosuccinimide), ClC1=C(NC=C1)C(=O)OC (methyl 3-chloro-1H-pyrrole-2-carboxylate), product 15, ClC1=C(NC=C1)C(=O)OC (methyl 3-chloro-1H-pyrrole-2-carboxylate). Reported procedure: Alternately, compounds of formula (I) can be synthesized by the general sequence shown in Scheme 3. Commercially available 5-methyl-3,4-dihydro-2H-pyrrole 13 was treated with N-chlorosuccinimide followed by sodium methoxide to generate methyl 3-chloro-1H-pyrrole-2-carboxylate 14. Compound 14 was N-aminated and the product 15 was acylated to yield methyl 3-chloro-1-(methoxycarbonylamino)-1H-pyrrole-2-carboxylate 16. Compound 16 was treated with ammonia to yield 5-chloropyrrolo[1,2-f][1,2,4]triazi... RXN SMILES: CC1CC[CH2:5][N:6]=1.ClN1[C:12](=[O:13])CCC1=O.C[O-:16].[Na+].[Cl:18][C:19]1[CH:23]=[CH:22][NH:21][C:20]=1[C:24]([O:26][CH3:27])=[O:25]>>[Cl:18][C:19]1[CH:23]=[CH:22][N:21]([NH:6][C:5]([O:13][CH3:12])=[O:16])[C:20]=1[C:24]([O:26][CH3:27])=[O:25] |f:2.3|. Solvent: O1CCCC1 (tetrahydrofuran), O1CCCC1 (tetrahydrofuran). Reaction SMILES: [H-].[Al+3].[Li+].[H-].[H-].[H-].[NH2:7][C:8]1[N:16]=[CH:15][CH:14]=[CH:13][C:9]=1[C:10](O)=[O:11].O.O.O.O.O.O.O.O.O.O.S([O-])([O-])(=O)=O.[Na+].[Na+]>O1CCCC1>[NH2:7][C:8]1[C:9]([CH2:10][OH:11])=[CH:13][CH:14]=[CH:15][N:16]=1 |f:0.1.2.3.4.5,7.8.9.10.11.12.13.14.15.16.17.18.19|. Procedure details: To 100 mL of tetrahydrofuran solution containing 5.7 g of lithium aluminum hydride, 20 mL of tetrahydrofuran solution containing 13.8 g of 2-aminonicotinic acid was added, and heated for 2 hours under reflux. After cooling the reaction mixture back to room temperature, sodium sulfate decahydrate was slowly added until there are no bubbles, and stirred for 2 hours at room temperature. The insolubles were filtered through celite, the filtrate was concentrated under reduced pressure, and 10.7 g of ... Isolated yield 86.3%. The reactants are NC1=C(C(=O)O)C=CC=N1 (2-aminonicotinic acid), O.O.O.O.O.O.O.O.O.O.S(=O)(=O)([O-])[O-].[Na+].[Na+] (sodium sulfate decahydrate), [H-].[Al+3].[Li+].[H-].[H-].[H-] (lithium aluminum hydride). Run at time 2 hour. The product is NC1=NC=CC=C1CO ((2-aminopyridin-3-yl)methanol). The reactants are CCOC(Cc1c(C)cc(OCc2csc(-c3ccc(Cl)cc3)n2)cc1C)C(=O)OC, [Li+], [OH-]. Product: CCOC(Cc1c(C)cc(OCc2csc(-c3ccc(Cl)cc3)n2)cc1C)C(=O)O. Reaction SMILES: [CH3:1][O:2][C:3]([CH:4]([CH2:5][c:6]1[c:7]([CH3:27])[cH:8][c:9]([O:13][CH2:14][c:15]2[n:16][c:17](-[c:20]3[cH:21][cH:22][c:23]([Cl:26])[cH:24][cH:25]3)[s:18][cH:19]2)[cH:10][c:11]1[CH3:12])[O:28][CH2:29][CH3:30])=[O:31].[Li+:33].[OH-:32]>>[O:2]=[C:3]([CH:4]([CH2:5][c:6]1[c:7]([CH3:27])[cH:8][c:9]([O:13][CH2:14][c:15]2[n:16][c:17](-[c:20]3[cH:21][cH:22][c:23]([Cl:26])[cH:24][cH:25]3)[s:18][cH:19]2)[cH:10][c:11]1[CH3:12])[O:28][CH2:29][CH3:30])[OH:31]. Starting materials: N1CC(C(=O)OCC)CCC1 (ethyl nipecotate), S(=O)(=O)([O-])C1=CC=C(C)C=C1 (tosylate), C1(=CC=C(C=C1)S(=O)(=O)Cl)C (p-toluenesulphonyl chloride), OCCOC=C(C=1SC=CC1C)C=1SC=CC1C (2-[2-(2-Hydroxyethoxy)-1-(3-methyl-2-thienyl)ethenyl]-3-methylthiophene), C(CCC)[Li] (n-butyllithium), C([O-])([O-])=O.[K+].[K+] (potassium carbonate). Solvent: O (water), C1(=CC=CC=C1)C (toluene), C1(=CC=CC=C1)C (toluene). Conditions: temperature 0 celsius, time 1 hour. The product is C(C)OC(=O)[C@H]1CN(CCC1)CCOC=C(C=1SC=CC1C)C=1SC=CC1C ((R)-1-[2-[[2,2-bis(3-Methyl-2-thienyl)ethenyl]oxy]ethyl]-3-piperidine carboxylic acid ethyl ester). The yield is 31.4%. As a reaction SMILES: O[CH2:2][CH2:3][O:4][CH:5]=[C:6]([C:13]1[S:14][CH:15]=[CH:16][C:17]=1[CH3:18])[C:7]1[S:8][CH:9]=[CH:10][C:11]=1[CH3:12].C([Li])CCC.C1(C)C=CC(S(Cl)(=O)=O)=CC=1.S(C1C=CC(C)=CC=1)([O-])(=O)=O.[NH:46]1[CH2:56][CH2:55][CH2:54][CH:48]([C:49]([O:51][CH2:52][CH3:53])=[O:50])[CH2:47]1.C(=O)([O-])[O-].[K+].[K+]>C1(C)C=CC=CC=1.O>[CH2:52]([O:51][C:49]([C@@H:48]1[CH2:54][CH2:55][CH2:56][N:46]([CH2:2][CH2:3][O:4][CH:5]=[C:6]([C:7]2[S:8][CH:9]=[CH:10][C:11]=2[CH3:12])[C:13]2[S:14][CH:15]=[CH:16][C:17]=2[CH3:18])[CH2:47]1)=[O:50])[CH3:53] |f:5.6.7|. Procedure: The above alcohol (0.53 g, 0.0019 mol) was dissolved in dry toluene (20 ml) and the solution was cooled to 0° C. A solution of n-butyllithium (2.5 M in hexane) (0.9 ml, 0.0023 mol) was introduced, and the reaction mixture was allowed to stand at 0° C. for 1 h after which time a solution of p-toluenesulphonyl chloride (0.47 g, 0.0025 mol) in toluene (10 ml) was added. The mixture was left at room temperature for 20 h and to the resulting tosylate solution was added the (R)-enantiomer of ethyl nip... Starting materials: CC=1NC2=CC=CC=C2C1C(=O)NC1CCNCC1 (2-methyl-N-(4-piperidyl)indole-3-carboxamide), C([O-])([O-])=O.[K+].[K+] (potassium carbonate), O (water), C(C1=CC=CC=C1)Cl (benzyl chloride). Solvent: C1(=CC=CC=C1)C (toluene), CN(C=O)C (dimethylformamide). Product: C(C1=CC=CC=C1)N1CCC(CC1)NC(=O)C1=C(NC2=CC=CC=C12)C (N-(1-benzyl-4-piperidyl)-2-methylindole-3-carboxamide). Reaction SMILES: [CH3:1][C:2]1[NH:3][C:4]2[C:9]([C:10]=1[C:11]([NH:13][CH:14]1[CH2:19][CH2:18][NH:17][CH2:16][CH2:15]1)=[O:12])=[CH:8][CH:7]=[CH:6][CH:5]=2.C(=O)([O-])[O-].[K+].[K+].[CH2:26](Cl)[C:27]1[CH:32]=[CH:31][CH:30]=[CH:29][CH:28]=1.O>C1(C)C=CC=CC=1.CN(C)C=O>[CH2:26]([N:17]1[CH2:18][CH2:19][CH:14]([NH:13][C:11]([C:10]2[C:9]3[C:4](=[CH:5][CH:6]=[CH:7][CH:8]=3)[NH:3][C:2]=2[CH3:1])=[O:12])[CH2:15][CH2:16]1)[C:27]1[CH:32]=[CH:31][CH:30]=[CH:29][CH:28]=1 |f:1.2.3|. Procedure: To a suspension of 1.2 g of 2-methyl-N-(4-piperidyl)indole-3-carboxamide and 1 g of potassium carbonate in 50 ml of toluene and 10 ml of dimethylformamide was added dropwise 0.6 g of benzyl chloride. The mixture was refluxed under heating for 3 hours. After cooling, 50 ml of water was poured into the mixture. The insoluble materials precipitated were filtered by suction and recrystallized from methanol to give N-(1-benzyl-4-piperidyl)-2-methylindole-3-carboxamide, melting at 150°-153° C.